This data is from the Open Reaction Database (ORD), a public repository of structured organic reaction records. The task is: describe an organic reaction: reactants, conditions, products, and yield Starting materials: C=O, C=CC(=O)OC, CC(=O)c1ccco1, C1CCOC1. Product: COC(=O)C=Cc1ccc(C(C)=O)o1. As a reaction SMILES: [C:15]=[O:16].[C:9]([CH:10]=[CH2:11])(=[O:12])[O:13][CH3:14].[CH3:1][C:2](=[O:3])[c:4]1[cH:5][cH:6][cH:7][o:8]1.[O:17]1[CH2:18][CH2:19][CH2:20][CH2:21]1>>[CH3:1][C:2](=[O:3])[c:4]1[cH:5][cH:6][c:7]([CH:11]=[CH:10][C:9](=[O:12])[O:13][CH3:14])[o:8]1. Starting materials: C1[C@@](C[C@H]([C@@H]([C@@H]1O)O)O)(O)C(=O)O (quinic acid), C(C1=CC=CC=C1)=O (benzaldehyde), O.C1(=CC=C(C=C1)S(=O)(=O)O)C (para-toluenesulfonic acid monohydrate). Run in C1(=CC=CC=C1)C (toluene). Run at temperature -20 celsius. The product is O[C@]12C[C@H]3OC(O[C@H]3[C@H](OC1=O)C2)C2=CC=CC=C2 ((1R,2R,6R,8S)-8-hydroxy-4-phenyl-3,5,10-trioxatricyclo[6.2.1.02,6]undecan-9-one). The yield is 39.6%. RXN SMILES: [CH2:1]1[C@@H:6](O)[C@@H:5]([OH:8])[C@H:4]([OH:9])[CH2:3][C@@:2]1([C:11]([OH:13])=[O:12])[OH:10].[CH:14](=O)[C:15]1[CH:20]=[CH:19][CH:18]=[CH:17][CH:16]=1.O.C1(C)C=CC(S(O)(=O)=O)=CC=1>C1(C)C=CC=CC=1>[OH:10][C@@:2]12[CH2:1][C@@H:6]([O:13][C:11]1=[O:12])[C@H:5]1[C@H:4]([O:9][CH:14]([C:15]3[CH:20]=[CH:19][CH:18]=[CH:17][CH:16]=3)[O:8]1)[CH2:3]2 |f:2.3|. Procedure details: The procedure in J. Org. Chem. 1995, 50, 888-890 was followed. Briefly, a solution of quinic acid (20.0 g, 0.104 mol), benzaldehyde (16.6 g, 156 mmol) and para-toluenesulfonic acid monohydrate (1.0 g, 5.26 mmol) in toluene (350 mL) was refluxed for 10 hours in a flask equipped with a Dean-Stark trap. The reaction mixture was cooled, washed with saturated NaHCO3 solution and brine, dried (MgSO4). Filtered and concentrated. The concentrate was dissolved in 1:1 hexanes/ethyl acetate (100 mL) and co...